describe an organic reaction: reactants, conditions, products, and yield From a dataset of the Open Reaction Database (ORD), a public repository of structured organic reaction records. The reactants are COC=1C=C2C=C(N(C2=CC1OC)S(=O)(=O)C1=CC=C(C)C=C1)B1OC(C(O1)(C)C)(C)C (5,6-dimethoxy-2-(4,4,5,5-tetramethyl-1,3,2-dioxaborolan-2-yl)-1-tosyl-1H-indole), ClC=1C=CC=2N(N1)C(=CN2)I (6-chloro-3-iodoimidazo[1,2-b]pyridazine), C([O-])([O-])=O.[Na+].[Na+] (sodium carbonate). Reagents/catalysts: [Pd] (palladium). Solvent: C(C)#N (acetonitrile). Reaction conditions: temperature 150 celsius, time 10 minute. Yields the product ClC=1C=CC=2N(N1)C(=CN2)C=2N(C1=CC(=C(C=C1C2)OC)OC)S(=O)(=O)C2=CC=C(C)C=C2 (6-chloro-3-(5,6-dimethoxy-1-tosyl-1H-indol-2-yl)imidazo[1,2-b]pyridazine). Isolated yield 63.2%. As a reaction SMILES: [CH3:1][O:2][C:3]1[CH:4]=[C:5]2[C:9](=[CH:10][C:11]=1[O:12][CH3:13])[N:8]([S:14]([C:17]1[CH:23]=[CH:22][C:20]([CH3:21])=[CH:19][CH:18]=1)(=[O:16])=[O:15])[C:7](B1OC(C)(C)C(C)(C)O1)=[CH:6]2.[Cl:33][C:34]1[CH:35]=[CH:36][C:37]2[N:38]([C:40](I)=[CH:41][N:42]=2)[N:39]=1.C(=O)([O-])[O-].[Na+].[Na+]>C(#N)C.[Pd]>[Cl:33][C:34]1[CH:35]=[CH:36][C:37]2[N:38]([C:40]([C:7]3[N:8]([S:14]([C:17]4[CH:23]=[CH:22][C:20]([CH3:21])=[CH:19][CH:18]=4)(=[O:16])=[O:15])[C:9]4[C:5]([CH:6]=3)=[CH:4][C:3]([O:2][CH3:1])=[C:11]([O:12][CH3:13])[CH:10]=4)=[CH:41][N:42]=2)[N:39]=1 |f:2.3.4|. Procedure details: To a solution of 5,6-dimethoxy-2-(4,4,5,5-tetramethyl-1,3,2-dioxaborolan-2-yl)-1-tosyl-1H-indole (120 mg, 0.262 mmol, 1.0 equiv) in acetonitrile (3.41 mL) was added 6-chloro-3-iodoimidazo[1,2-b]pyridazine (95 mg, 0.341 mmol, 1.3 equiv), palladium catalyst (25 mg, 0.0341 mmol, 0.1 equiv) and sodium carbonate (3.41 mL, 1.0 M, 10.0 equiv). The solution was stirred at 150° C. in the microwave for 10 minutes. Purification using column chromatography gave 80 mg of the yellow solid, 63%. Starting materials: CCO, CC1(c2cc([N+](=O)[O-])ccc2F)N=C(N)OCC12CC2. Yields the product CC1(c2cc(N)ccc2F)N=C(N)OCC12CC2. Reaction SMILES: [CH2:21]([OH:22])[CH3:23].[F:1][c:2]1[c:3]([C:11]2([CH3:20])[N:12]=[C:13]([NH2:19])[O:14][CH2:15][C:16]23[CH2:17][CH2:18]3)[cH:4][c:5]([N+:8]([O-:9])=[O:10])[cH:6][cH:7]1>>[F:1][c:2]1[c:3]([C:11]2([CH3:20])[N:12]=[C:13]([NH2:19])[O:14][CH2:15][C:16]23[CH2:17][CH2:18]3)[cH:4][c:5]([NH2:8])[cH:6][cH:7]1. Reactants: COC(=O)C=1C=CC=C2C(CC(NC12)C1=CC(=CC=C1)Br)(C)C (2-(3-bromo-phenyl)-4,4-dimethyl-1,2,3,4-tetrahydro-quinoline-8-carboxylic acid methyl ester), CN1CCNCC1 (1-methyl-piperazine), Cl.CN(CC(=O)O)C (N,N-dimethylglycine hydrochloride), C([O-])([O-])=O.[K+].[K+] (potassium carbonate). Reagents/catalysts: [Cu]I (copper(I) iodide). Solvent: CS(=O)C (dimethyl sulfoxide). Product: COC(=O)C=1C=CC=C2C(CC(NC12)C1=CC(=CC=C1)N1CCN(CC1)C)(C)C (4,4-dimethyl-2-[3-(4-methyl-piperazin-1-yl)-phenyl]-1,2,3,4-tetrahydro-quinoline-8-carboxylic acid methyl ester). The yield is 12.7%. RXN SMILES: [CH3:1][O:2][C:3]([C:5]1[CH:6]=[CH:7][CH:8]=[C:9]2[C:14]=1[NH:13][CH:12]([C:15]1[CH:20]=[CH:19][CH:18]=[C:17](Br)[CH:16]=1)[CH2:11][C:10]2([CH3:23])[CH3:22])=[O:4].[CH3:24][N:25]1[CH2:30][CH2:29][NH:28][CH2:27][CH2:26]1.Cl.CN(C)CC(O)=O.C(=O)([O-])[O-].[K+].[K+]>CS(C)=O.[Cu]I>[CH3:1][O:2][C:3]([C:5]1[CH:6]=[CH:7][CH:8]=[C:9]2[C:14]=1[NH:13][CH:12]([C:15]1[CH:20]=[CH:19][CH:18]=[C:17]([N:28]3[CH2:29][CH2:30][N:25]([CH3:24])[CH2:26][CH2:27]3)[CH:16]=1)[CH2:11][C:10]2([CH3:23])[CH3:22])=[O:4] |f:2.3,4.5.6|. Procedure details: A mixture solution of 2-(3-bromo-phenyl)-4,4-dimethyl-1,2,3,4-tetrahydro-quinoline-8-carboxylic acid methyl ester (1.5 g, 4 mmol), 1-methyl-piperazine (1.8 mL, 16 mmol), copper(I) iodide (0.46 g, 2.4 mmol), N,N-dimethylglycine hydrochloride (0.45 g, 3.2 mmol), and potassium carbonate (1.66 g, 12 mmol) in dimethyl sulfoxide (10 mL) was stirred at 120° C. for 16 h. Then the reaction mixture was cooled to room temperature. The reaction mixture was extracted with ethyl acetate (50 mL×2), washed with... Reactants: C(C1=CC=CC=C1)C1=C(C=C(C(=O)OCC)C=C1S(N)(=O)=O)SC (ethyl 4-benzyl-3-methylthio-5-sulfamylbenzoate), [H-].[Al+3].[Li+].[H-].[H-].[H-] (lithium aluminium hydride), Cl (hydrochloric acid), C(C)(=O)OCC (ethyl acetate). Solvent: C(C)OCC (diethyl ether), C(C)OCC (diethyl ether), O (water). Reaction conditions: time 3 hour. Product: C(C1=CC=CC=C1)C1=C(C=C(CO)C=C1S(N)(=O)=O)SC (4-benzyl-3-methylthio-5-sulfamylbenzyl alcohol). RXN SMILES: [H-].[Al+3].[Li+].[H-].[H-].[H-].[CH2:7]([C:14]1[C:24]([S:25](=[O:28])(=[O:27])[NH2:26])=[CH:23][C:17]([C:18](OCC)=[O:19])=[CH:16][C:15]=1[S:29][CH3:30])[C:8]1[CH:13]=[CH:12][CH:11]=[CH:10][CH:9]=1.C(OCC)(=O)C.Cl>C(OCC)C.O>[CH2:7]([C:14]1[C:24]([S:25](=[O:28])(=[O:27])[NH2:26])=[CH:23][C:17]([CH2:18][OH:19])=[CH:16][C:15]=1[S:29][CH3:30])[C:8]1[CH:9]=[CH:10][CH:11]=[CH:12][CH:13]=1 |f:0.1.2.3.4.5|. Reported procedure: To a stirred mixture of lithium aluminium hydride (24 g) and dry diethyl ether (500 ml), a solution of ethyl 4-benzyl-3-methylthio-5-sulfamylbenzoate (85 g) in dry diethyl ether (3 liters) is dropwise added during 1-1.5 hours. After additional stirring for 3 hours, the mixture is cooled, and ethyl acetate (60 ml) followed by water (100 ml) and 4 N hydrochloric acid (1 liter) are very cautiously added dropwise. The organic layer is separated, washed with 4 N hydrochloric acid and with water, and ... Starting materials: CC1([C@@H](N2[C@H](S1)[C@@H](C2=O)NC(=O)[C@H](C=3C=CC=CC3)N)C(=O)OCOC(=O)C(C)(C)C)C.Cl (pivampicillin hydrochloride), [K] (potassium). Solvent: O (water). Product: CC1([C@@H](N2[C@H](S1)[C@@H](C2=O)NC(=O)[C@H](C=3C=CC=CC3)N)C(=O)OCOC(=O)C(C)(C)C)C (pivampicillin). RXN SMILES: [CH3:1][C:2]1([CH3:32])[S:6][C@@H:5]2[C@H:7]([NH:10][C:11]([C@@H:13]([NH2:20])[C:14]3[CH:15]=[CH:16][CH:17]=[CH:18][CH:19]=3)=[O:12])[C:8](=[O:9])[N:4]2[C@H:3]1[C:21]([O:23][CH2:24][O:25][C:26]([C:28]([CH3:31])([CH3:30])[CH3:29])=[O:27])=[O:22].Cl.[K]>O>[CH3:1][C:2]1([CH3:32])[S:6][C@@H:5]2[C@H:7]([NH:10][C:11]([C@@H:13]([NH2:20])[C:14]3[CH:19]=[CH:18][CH:17]=[CH:16][CH:15]=3)=[O:12])[C:8](=[O:9])[N:4]2[C@H:3]1[C:21]([O:23][CH2:24][O:25][C:26]([C:28]([CH3:31])([CH3:30])[CH3:29])=[O:27])=[O:22] |f:0.1,^1:33|. Reported procedure: To a stirred solution of pivampicillin hydrochloride (2.50 g, 5 mmol) in water (100 ml) was added dropwise 0.1 M aqueous potassium 6β-bromopenicillanate (50 ml). The colorless precipitate thus obtained was filtered off, washed with water (3×10 ml), and dried in vacuo to give the pure title compound as colorless crystals which began to decompose at 120°-130° C. without melting. Reactants: O1COCOC1 (1,3,5-trioxane), Cl (HCl), O1COCOC1 (1,3,5-trioxane), C1=CC=C(C=C1)CC2=CC=C(C=C2)C(F)(F)F (4-trifluoromethyldiphenylmethane), halogen chloride. Reagents/catalysts: [Cl-].[Cl-].[Zn+2] (ZnCl2), [Cl-].[Zn+2].[Cl-] (zinc chloride). Solvent: C(C)(=O)O (acetic acid), petroleum. Conditions: temperature 60 celsius, time 8 hour. Product: ClCC1=CC=C(CC2=CC=C(C=C2)C(F)(F)F)C=C1 (4-(4'-Chloromethylbenzyl)benzotrifluoride). Isolated yield 20.0%. RXN SMILES: O1COCO[CH2:2]1.[CH:7]1[CH:12]=[CH:11][C:10]([CH2:13][C:14]2[CH:19]=[CH:18][C:17]([C:20]([F:23])([F:22])[F:21])=[CH:16][CH:15]=2)=[CH:9][CH:8]=1.[ClH:24]>[Cl-].[Zn+2].[Cl-].C(O)(=O)C>[Cl:24][CH2:2][C:7]1[CH:8]=[CH:9][C:10]([CH2:13][C:14]2[CH:19]=[CH:18][C:17]([C:20]([F:21])([F:22])[F:23])=[CH:16][CH:15]=2)=[CH:11][CH:12]=1 |f:3.4.5|. Procedure: In a 250 ml of round-bottom three-necked flask, 0.68 g of zinc chloride (dried for 3 hours under vacuum at 100° C.); 4.0 g of 1,3,5-trioxane; 16.0 g of 4-trifluoromethyldiphenylmethane and 4.5 ml of 100% acetic acid are combined, heated to 60° C. and dried halogen chloride gas is introduced. The result is a two phase system that turns brown. HCl was introduced for a total of 3 hours. Following 6 hours of reaction time, the conversion is d.c. controlled (developing agent: petroleum benzin 60°-80°... Reaction SMILES: [CH2:31]1[O:32][CH2:33][CH2:34][CH2:35]1.[Cl:1][c:2]1[n:3][cH:4][c:5]([N:16]=[C:17]([c:18]2[cH:19][cH:20][cH:21][cH:22][cH:23]2)[c:24]2[cH:25][cH:26][cH:27][cH:28][cH:29]2)[cH:6][c:7]1[NH:8][C:9]([O:10][C:11]([CH3:12])([CH3:13])[CH3:14])=[O:15].[ClH:30]>>[Cl:1][c:2]1[n:3][cH:4][c:5]([NH2:16])[cH:6][c:7]1[NH:8][C:9]([O:10][C:11]([CH3:12])([CH3:13])[CH3:14])=[O:15]. Starting materials: C1CCOC1, CC(C)(C)OC(=O)Nc1cc(N=C(c2ccccc2)c2ccccc2)cnc1Cl, Cl. Yields the product CC(C)(C)OC(=O)Nc1cc(N)cnc1Cl. Starting materials: ClC1=NC2=CC(=CC=C2C(=N1)N1CCOCC1)C=1C=NC=NC1 (2-chloro-4-morpholin-4-yl-7-pyrimidin-5-yl-quinazoline), CN(C(C1=CC=C(C=C1)NC(=O)NC1=CC=C(C=C1)B1OC(C(O1)(C)C)(C)C)=O)C (N,N-Dimethyl-4-{3-[4-(4,4,5,5,-tetramethyl-[1,3,2]dioxaborolan-2-yl)-phenyl]-ureido}-benzamide), C([O-])([O-])=O.[Cs+].[Cs+] (cesium carbonate), CN(C)C=O (DMF). The solvent is O (water). Run at temperature 95 celsius, time 2 hour. The reagents and catalysts are Cl[Pd]([P](C1=CC=CC=C1)(C2=CC=CC=C2)C3=CC=CC=C3)([P](C4=CC=CC=C4)(C5=CC=CC=C5)C6=CC=CC=C6)Cl (Pd(PPh3)2Cl2). Isolated yield 12.7%. RXN SMILES: Cl[C:2]1[N:11]=[C:10]([N:12]2[CH2:17][CH2:16][O:15][CH2:14][CH2:13]2)[C:9]2[C:4](=[CH:5][C:6]([C:18]3[CH:19]=[N:20][CH:21]=[N:22][CH:23]=3)=[CH:7][CH:8]=2)[N:3]=1.[CH3:24][N:25]([CH3:53])[C:26](=[O:52])[C:27]1[CH:32]=[CH:31][C:30]([NH:33][C:34]([NH:36][C:37]2[CH:42]=[CH:41][C:40](B3OC(C)(C)C(C)(C)O3)=[CH:39][CH:38]=2)=[O:35])=[CH:29][CH:28]=1.C(=O)([O-])[O-].[Cs+].[Cs+].CN(C=O)C>Cl[Pd](Cl)([P](C1C=CC=CC=1)(C1C=CC=CC=1)C1C=CC=CC=1)[P](C1C=CC=CC=1)(C1C=CC=CC=1)C1C=CC=CC=1.O>[CH3:24][N:25]([CH3:53])[C:26](=[O:52])[C:27]1[CH:32]=[CH:31][C:30]([NH:33][C:34]([NH:36][C:37]2[CH:38]=[CH:39][C:40]([C:2]3[N:11]=[C:10]([N:12]4[CH2:17][CH2:16][O:15][CH2:14][CH2:13]4)[C:9]4[C:4](=[CH:5][C:6]([C:18]5[CH:19]=[N:20][CH:21]=[N:22][CH:23]=5)=[CH:7][CH:8]=4)[N:3]=3)=[CH:41][CH:42]=2)=[O:35])=[CH:29][CH:28]=1 |f:2.3.4,^1:67,86|. Yields the product CN(C(C1=CC=C(C=C1)NC(=O)NC1=CC=C(C=C1)C1=NC2=CC(=CC=C2C(=N1)N1CCOCC1)C=1C=NC=NC1)=O)C (N,N-Dimethyl-4-(3-{4-[4-morpholin-4-yl-7-pyrimidin-5-yl-quinazolin-2-yl)-phenyl]-ureido}-benzamide). Procedure: To a 50 mL round bottom flask, 2-chloro-4-morpholin-4-yl-7-pyrimidin-5-yl-quinazoline (150 mg, 0.00046 mol), N,N-Dimethyl-4-{3-[4-(4,4,5,5,-tetramethyl-[1,3,2]dioxaborolan-2-yl)-phenyl]-ureido}-benzamide (168 mg, 0.00041 mol), cesium carbonate (300 mg, 0.00092 mol), DMF (10 mL) and water (3 mL) were added. The reaction mixture was degassed with N2 for 5-10 min. To the same reaction flask, Pd(PPh3)2Cl2 (16 mg, 0.000023 mol) was added and again degassed with N2 for 5-10 min. The reaction mixture w... As a reaction SMILES: [C:13]([CH:14]([CH3:15])[CH3:16])(=[O:17])[O:18][CH3:19].[CH2:34]1[O:35][CH2:36][CH2:37][CH2:38]1.[CH2:8]([Li:9])[CH2:10][CH2:11][CH3:12].[CH3:39][C:40](=[O:41])[OH:42].[CH:1]([NH:2][CH:3]([CH3:4])[CH3:5])([CH3:6])[CH3:7].[Cl-:32].[NH4+:33].[c:20]1([CH2:26][CH2:27][CH2:28][CH2:29][CH:30]=[O:31])[cH:21][cH:22][cH:23][cH:24][cH:25]1>>[C:13]([C:14]([CH3:15])([CH3:16])[CH:30]([CH2:29][CH2:28][CH2:27][CH2:26][c:20]1[cH:21][cH:22][cH:23][cH:24][cH:25]1)[OH:31])(=[O:17])[O:18][CH3:19]. The reactants are COC(=O)C(C)C, C1CCOC1, [Li]CCCC, CC(=O)O, CC(C)NC(C)C, [Cl-], [NH4+], O=CCCCCc1ccccc1. Product: COC(=O)C(C)(C)C(O)CCCCc1ccccc1. Starting materials: CC(=O)O, O=C([O-])[O-], CC(=O)O, CC(=O)O, Cc1nc(N)nc(N)c1N1CCNCC1, CS(C)=O, [F-], Fc1ccc(C(F)(F)F)cc1, [K+], [K+], [K+], O. Yields the product Cc1nc(N)nc(N)c1N1CCN(c2ccc(C(F)(F)F)cc2)CC1. RXN SMILES: [C:1]([OH:2])(=[O:3])[CH3:4].[C:41](=[O:42])([O-:43])[O-:44].[C:5]([OH:6])(=[O:7])[CH3:8].[C:9]([OH:10])(=[O:11])[CH3:12].[CH3:13][c:14]1[c:15]([N:22]2[CH2:23][CH2:24][NH:25][CH2:26][CH2:27]2)[c:16]([NH2:21])[n:17][c:18]([NH2:20])[n:19]1.[CH3:47][S:48]([CH3:49])=[O:50].[F-:39].[F:28][c:29]1[cH:30][cH:31][c:32]([C:35]([F:36])([F:37])[F:38])[cH:33][cH:34]1.[K+:40].[K+:45].[K+:46].[OH2:51]>>[CH3:13][c:14]1[c:15]([N:22]2[CH2:23][CH2:24][N:25]([c:29]3[cH:30][cH:31][c:32]([C:35]([F:36])([F:37])[F:38])[cH:33][cH:34]3)[CH2:26][CH2:27]2)[c:16]([NH2:21])[n:17][c:18]([NH2:20])[n:19]1.